Dataset: the Open Reaction Database (ORD), a public repository of structured organic reaction records. Task: describe an organic reaction: reactants, conditions, products, and yield Starting materials: C(CCCC=C)OC1=CC=C(C(=O)O)C=C1 (4-(5-hexenyloxy)benzoic acid), S(=O)(Cl)Cl (thionyl chloride). The reagents and catalysts are N1=CC=CC=C1 (pyridine). Yields the product C(CCCC=C)OC1=CC=C(C(=O)Cl)C=C1 (4-(5-hexenyl-oxy)benzoyl chloride). As a reaction SMILES: [CH2:1]([O:7][C:8]1[CH:16]=[CH:15][C:11]([C:12](O)=[O:13])=[CH:10][CH:9]=1)[CH2:2][CH2:3][CH2:4][CH:5]=[CH2:6].S(Cl)([Cl:19])=O>N1C=CC=CC=1>[CH2:1]([O:7][C:8]1[CH:16]=[CH:15][C:11]([C:12]([Cl:19])=[O:13])=[CH:10][CH:9]=1)[CH2:2][CH2:3][CH2:4][CH:5]=[CH2:6]. Reported procedure: The 4-(5-hexenyloxy)benzoic acid 10 g (0.046 mol) was reflux with thionyl chloride (5.4 mL, 0.069 mol) and several drops of pyridine for 8 hours. The excess thionyl chloride was removed in vacuo leaving 4-(5-hexenyl-oxy)benzoyl chloride as a clear liquid at 25° C. This acid chloride was used without further purification.